From a dataset of the Open Reaction Database (ORD), a public repository of structured organic reaction records. describe an organic reaction: reactants, conditions, products, and yield Reactants: ON=C(C(=O)OCC)C(=O)C1=CC=C(C=C1)C (Ethyl 2-hydroxyimino-3-(4-methylphenyl)-3-oxopropionate), C(C1=CC=CC=C1)OC1=CC=C(C=O)C=C1 (4-benzyloxybenzaldehyde), C(C)(=O)[O-].[NH4+] (ammonium acetate), C(C)(=O)O (acetic acid). Solvent: O (Water). Product: C(C1=CC=CC=C1)OC1=CC=C(C=C1)C=1NC(=C(N1)C(=O)OCC)C1=CC=C(C=C1)C (ethyl 2-(4-benzyloxyphenyl)-5-(4-methylphenyl)-imidazole-4-carboxylate). Isolated yield 46.9%. As a reaction SMILES: O[N:2]=[C:3]([C:9]([C:11]1[CH:16]=[CH:15][C:14]([CH3:17])=[CH:13][CH:12]=1)=O)[C:4]([O:6][CH2:7][CH3:8])=[O:5].[CH2:18]([O:25][C:26]1[CH:33]=[CH:32][C:29]([CH:30]=O)=[CH:28][CH:27]=1)[C:19]1[CH:24]=[CH:23][CH:22]=[CH:21][CH:20]=1.C([O-])(=O)C.[NH4+:38].C(O)(=O)C>O>[CH2:18]([O:25][C:26]1[CH:33]=[CH:32][C:29]([C:30]2[NH:38][C:9]([C:11]3[CH:16]=[CH:15][C:14]([CH3:17])=[CH:13][CH:12]=3)=[C:3]([C:4]([O:6][CH2:7][CH3:8])=[O:5])[N:2]=2)=[CH:28][CH:27]=1)[C:19]1[CH:24]=[CH:23][CH:22]=[CH:21][CH:20]=1 |f:2.3|. Reported procedure: Ethyl 2-hydroxyimino-3-(4-methylphenyl)-3-oxopropionate (44.9g), 4-benzyloxybenzaldehyde (61.0 g) and ammonium acetate (147 g) were added to acetic acid (400 ml) and themixturewas refluxed under heating for 17 hr. Water (1.5 L) was added and the mixture was extracted with ethyl acetate. The ethyl acetate layer was washed with water, saturated aqueous sodium hydrogencarbonate solution and saturated brine, and dried. The solvent was evaporated under reduced pressure and the obtained residue was re... The reactants are CC(C)(C)c1cc(NC(=O)Nc2cccc(S)c2)no1, CCOC(C)=O, COc1cc2ncnc(Cl)c2cc1OCCCS(C)(=O)=O, [H-], [Na+], C1CCOC1, O. Yields the product COc1cc2ncnc(Sc3cccc(NC(=O)Nc4cc(C(C)(C)C)on4)c3)c2cc1OCCCS(C)(=O)=O. As a reaction SMILES: [C:3]([CH3:4])([CH3:5])([CH3:6])[c:7]1[cH:8][c:9]([NH:12][C:13](=[O:14])[NH:15][c:16]2[cH:17][c:18]([SH:22])[cH:19][cH:20][cH:21]2)[n:10][o:11]1.[C:50]([O:51][CH2:52][CH3:53])(=[O:54])[CH3:55].[Cl:23][c:24]1[n:25][cH:26][n:27][c:28]2[cH:29][c:30]([O:42][CH3:43])[c:31]([O:34][CH2:35][CH2:36][CH2:37][S:38](=[O:39])(=[O:40])[CH3:41])[cH:32][c:33]12.[H-:1].[Na+:2].[O:44]1[CH2:45][CH2:46][CH2:47][CH2:48]1.[OH2:49]>>[C:3]([CH3:4])([CH3:5])([CH3:6])[c:7]1[cH:8][c:9]([NH:12][C:13](=[O:14])[NH:15][c:16]2[cH:17][c:18]([S:22][c:24]3[n:25][cH:26][n:27][c:28]4[cH:29][c:30]([O:42][CH3:43])[c:31]([O:34][CH2:35][CH2:36][CH2:37][S:38](=[O:39])(=[O:40])[CH3:41])[cH:32][c:33]34)[cH:19][cH:20][cH:21]2)[n:10][o:11]1. Reactants: [BH4-], COCCOC, [Na+], COC(=O)c1ccccc1NC(=O)CCc1ccccc1. The product is COC(=O)c1ccccc1NCCCc1ccccc1. RXN SMILES: [BH4-:22].[CH3:24][O:25][CH2:26][CH2:27][O:28][CH3:29].[Na+:23].[c:1]1([CH2:7][CH2:8][C:9](=[O:10])[NH:11][c:12]2[c:13]([C:14](=[O:15])[O:16][CH3:17])[cH:18][cH:19][cH:20][cH:21]2)[cH:2][cH:3][cH:4][cH:5][cH:6]1>>[c:1]1([CH2:7][CH2:8][CH2:9][NH:11][c:12]2[c:13]([C:14](=[O:15])[O:16][CH3:17])[cH:18][cH:19][cH:20][cH:21]2)[cH:2][cH:3][cH:4][cH:5][cH:6]1. Product: FC1(OC2=C(O1)C=CC=C2N2N=C(C(C=C2)=O)C=2N(N=CC2)C2=CC(=CC=C2)F)F (1-(2,2-Difluoro-benzo[1,3]dioxol-4-yl)-3-[2-(3-fluoro-phenyl)-2H-pyrazol-3-yl]-1H-pyridazin-4-one). Reported procedure: The product was obtained starting from 1-(2,2-Difluoro-benzo[1,3]dioxol-4-yl)-3-((E)-3-dimethylamino-acryloyl)-1H-pyridazin-4-one (A-15) and 3-fluoro-phenylhydrazine according to the method described for example 91. MS: M=413.2 (M+H)+ RXN SMILES: [F:1][C:2]1([F:25])[O:6][C:5]2[CH:7]=[CH:8][CH:9]=[C:10]([N:11]3[CH:16]=[CH:15][C:14](=[O:17])[C:13]([C:18](=O)/[CH:19]=[CH:20]/N(C)C)=[N:12]3)[C:4]=2[O:3]1.[F:26][C:27]1[CH:28]=[C:29]([NH:33][NH2:34])[CH:30]=[CH:31][CH:32]=1>>[F:1][C:2]1([F:25])[O:6][C:5]2[CH:7]=[CH:8][CH:9]=[C:10]([N:11]3[CH:16]=[CH:15][C:14](=[O:17])[C:13]([C:18]4[N:33]([C:29]5[CH:30]=[CH:31][CH:32]=[C:27]([F:26])[CH:28]=5)[N:34]=[CH:20][CH:19]=4)=[N:12]3)[C:4]=2[O:3]1. Reactants: FC1(OC2=C(O1)C=CC=C2N2N=C(C(C=C2)=O)C(\C=C\N(C)C)=O)F (1-(2,2-Difluoro-benzo[1,3]dioxol-4-yl)-3-((E)-3-dimethylamino-acryloyl)-1H-pyridazin-4-one), FC=1C=C(C=CC1)NN (3-fluoro-phenylhydrazine). Reactants: CS(=O)(=O)c1ccc(-n2ccc(OC3CCN(c4ncc(Br)cn4)CC3)cc2=O)cc1, O=C([O-])[O-], C=C(C)B(O)O, [K+], [K+], CN(C)C=O, O. Product: C=C(C)c1cnc(N2CCC(Oc3ccn(-c4ccc(S(C)(=O)=O)cc4)c(=O)c3)CC2)nc1. As a reaction SMILES: [Br:1][c:2]1[cH:3][n:4][c:5]([N:8]2[CH2:9][CH2:10][CH:11]([O:14][c:15]3[cH:16][c:17](=[O:31])[n:18](-[c:21]4[cH:22][cH:23][c:24]([S:27](=[O:28])(=[O:29])[CH3:30])[cH:25][cH:26]4)[cH:19][cH:20]3)[CH2:12][CH2:13]2)[n:6][cH:7]1.[C:32](=[O:33])([O-:34])[O-:35].[CH2:38]=[C:39]([CH3:40])[B:41]([OH:42])[OH:43].[K+:36].[K+:37].[O:44]=[CH:45][N:46]([CH3:47])[CH3:48].[OH2:49]>>[c:2]1([C:39](=[CH2:38])[CH3:40])[cH:3][n:4][c:5]([N:8]2[CH2:9][CH2:10][CH:11]([O:14][c:15]3[cH:16][c:17](=[O:31])[n:18](-[c:21]4[cH:22][cH:23][c:24]([S:27](=[O:28])(=[O:29])[CH3:30])[cH:25][cH:26]4)[cH:19][cH:20]3)[CH2:12][CH2:13]2)[n:6][cH:7]1.